This data is from the Open Reaction Database (ORD), a public repository of structured organic reaction records. The task is: describe an organic reaction: reactants, conditions, products, and yield The reactants are CC(=O)c1cccc(NC(=O)C=C(C)Cl)c1, CO. The product is COC(C)=CC(=O)Nc1cccc(C(C)=O)c1. Reaction SMILES: [C:1]([CH3:2])(=[O:3])[c:4]1[cH:5][c:6]([NH:7][C:8]([CH:9]=[C:10]([CH3:11])[Cl:12])=[O:13])[cH:14][cH:15][cH:16]1.[CH3:17][OH:18]>>[C:1]([CH3:2])(=[O:3])[c:4]1[cH:5][c:6]([NH:7][C:8]([CH:9]=[C:10]([CH3:11])[O:18][CH3:17])=[O:13])[cH:14][cH:15][cH:16]1.